From a dataset of the Open Reaction Database (ORD), a public repository of structured organic reaction records. describe an organic reaction: reactants, conditions, products, and yield Reactants: O=C([O-])O, CO, CC(C)=Cc1ccc2nccn2c1, Cl, [Na+], [Na+], [Na+], O=[O+][O-], O, O=S([O-])[O-]. The product is CC(=O)Cc1ccc2nccn2c1. Reaction SMILES: [C:23](=[O:24])([OH:25])[O-:26].[CH3:30][OH:31].[CH:1](=[C:2]([CH3:3])[CH3:4])[c:5]1[cH:6][cH:7][c:8]2[n:9]([cH:10]1)[cH:11][cH:12][n:13]2.[ClH:28].[Na+:21].[Na+:22].[Na+:27].[O-:14][O+:15]=[O:16].[OH2:29].[S:17]([O-:18])([O-:19])=[O:20]>>[CH2:1]([C:2]([CH3:3])=[O:14])[c:5]1[cH:6][cH:7][c:8]2[n:9]([cH:10]1)[cH:11][cH:12][n:13]2. Starting materials: S1C(=CC=C1)CCC[C@@H](C(=O)O)[C@H](C)NOC1OCCCC1 ((2R,3S)-2-(3-(thiophene-2-yl)-1-propyl)-3-(2-tetrahydropyranyloxyamino)butanoic acid), C(C)(=O)OC=O (formic acetic anhydride). Solvent: N1=CC=CC=C1 (pyridine). Run at temperature 25 celsius, time 3 hour. The product is S1C(=CC=C1)CCC[C@@H](C(=O)O)[C@H](C)N(OC1OCCCC1)C=O ((2R,3S)-2-(3-(thiophene-2-yl)-1-propyl)-3-(formyl-2-tetrahydropyranyloxyamino)butanoic acid). Isolated yield 91.0%. Reaction SMILES: [S:1]1[CH:5]=[CH:4][CH:3]=[C:2]1[CH2:6][CH2:7][CH2:8][C@H:9]([C@@H:13]([NH:15][O:16][CH:17]1[CH2:22][CH2:21][CH2:20][CH2:19][O:18]1)[CH3:14])[C:10]([OH:12])=[O:11].[C:23](OC=O)(=[O:25])C>N1C=CC=CC=1>[S:1]1[CH:5]=[CH:4][CH:3]=[C:2]1[CH2:6][CH2:7][CH2:8][C@H:9]([C@@H:13]([N:15]([CH:23]=[O:25])[O:16][CH:17]1[CH2:22][CH2:21][CH2:20][CH2:19][O:18]1)[CH3:14])[C:10]([OH:12])=[O:11]. Reported procedure: To a solution of (2R,3S)-2-(3-(thiophene-2-yl)-1-propyl)-3-(2-tetrahydropyranyloxyamino)butanoic acid (91 mg, 0.278 mmol) in pyridine (1 mL) at 0° C. is added formic acetic anhydride (0.3 mL). The resulting solution is allowed to warm to 25° C., stirred for 3 h, and then concentrated to dryness under reduced pressure. The resulting gum is dissolved in ethyl acetate (30 mL) and washed sequentially with 1 M hydrochloric acid (20 mL) and saturated aqueous sodium chloride solution. The organic layer...